Dataset: the Open Reaction Database (ORD), a public repository of structured organic reaction records. Task: describe an organic reaction: reactants, conditions, products, and yield Starting materials: CC(C)(C)C1=CC=C(C=C1C1=C(C=CC(=C1)OC)F)COC1=CC=C(C=C1)[C@@H](CC(=O)OC)CC(C)C (Methyl (3R)-3-(4-(((6-(1,1-dimethylethyl)-2′-fluoro-5′-(methyloxy)-1,1′-biphenyl-3-yl)methyl)oxy)phenyl)-5-methylhexanoate), C1CCOC1 (THF), CCO (EtOH), solution, [OH-].[Na+] (sodium hydroxide). Conditions: time 19 hour. Yields the product CC(C)(C)C1=CC=C(C=C1C1=C(C=CC(=C1)OC)F)COC1=CC=C(C=C1)[C@@H](CC(=O)O)CC(C)C ((3R)-3-(4-(((6-(1,1-Dimethylethyl)-2′-fluoro-5′-(methyloxy)-1,1′-biphenyl-3-yl)methyl)oxy)phenyl)-5-methylhexanoic acid). The yield is 81.2%. RXN SMILES: [CH3:1][C:2]([C:5]1[C:10]([C:11]2[CH:16]=[C:15]([O:17][CH3:18])[CH:14]=[CH:13][C:12]=2[F:19])=[CH:9][C:8]([CH2:20][O:21][C:22]2[CH:27]=[CH:26][C:25]([C@H:28]([CH2:34][CH:35]([CH3:37])[CH3:36])[CH2:29][C:30]([O:32]C)=[O:31])=[CH:24][CH:23]=2)=[CH:7][CH:6]=1)([CH3:4])[CH3:3].C1COCC1.CCO.[OH-].[Na+]>>[CH3:4][C:2]([C:5]1[C:10]([C:11]2[CH:16]=[C:15]([O:17][CH3:18])[CH:14]=[CH:13][C:12]=2[F:19])=[CH:9][C:8]([CH2:20][O:21][C:22]2[CH:23]=[CH:24][C:25]([C@H:28]([CH2:34][CH:35]([CH3:37])[CH3:36])[CH2:29][C:30]([OH:32])=[O:31])=[CH:26][CH:27]=2)=[CH:7][CH:6]=1)([CH3:1])[CH3:3] |f:3.4|. Procedure: To a stirred solution of 46.2 (0.047 g, 0.09 mmol) in THF (2.00 mL, 0.10 mmol) and EtOH (2.00 mL, 0.10 mmol) at 23° C. was added a 1 M solution of sodium hydroxide (1 mL, 1 mmol). The resulting reaction mixture was stirred for 19 hours. The resulting reaction was concentrated in vacuo. 1 N HCl was added to bring the pH to 1, and the resulting mixture was extracted EtOAc, dried over MgSO4, filtered, and concentrated. The crude product was purified by silica gel flash chromatography (0-20% EtOAc/h... Starting materials: O=[N+]([O-])c1cnc(Br)cc1Nc1ccccc1, CC(=O)O, [Fe], [Na+], O=C([O-])O. Yields the product Nc1cnc(Br)cc1Nc1ccccc1. As a reaction SMILES: [Br:1][c:2]1[n:3][cH:4][c:5]([N+:15]([O-:16])=[O:17])[c:6]([NH:8][c:9]2[cH:10][cH:11][cH:12][cH:13][cH:14]2)[cH:7]1.[CH3:23][C:24](=[O:25])[OH:26].[Fe:27].[Na+:22].[O-:18][C:19]([OH:20])=[O:21]>>[Br:1][c:2]1[n:3][cH:4][c:5]([NH2:15])[c:6]([NH:8][c:9]2[cH:10][cH:11][cH:12][cH:13][cH:14]2)[cH:7]1. Starting materials: C(C)(C)NC(C)C (diisopropylamine), C(C1=CC=CC=C1)OC=1C(=C2CC[C@@](OC2=C(C1C)C)(CC(=O)O)C)C ((R)-6-benzyloxy-2,5,7,8-tetramethylchroman-2-acetic acid), C(CCC)[Li] (butyllithium), resultant solution, C(C)(C)[N-]C(C)C.[Li+] (lithium diisopropylamide), Cl (HCl). The solvent is O1CCCC1 (tetrahydrofuran), O1CCCC1 (tetrahydrofuran). The product is C(C1=CC=CC=C1)OC=1C(=C2CCC(OC2=C(C1C)C)(CC(=O)O)C)C ((±)-6-benzyloxy-2,5,7,8-tetramethylchroman-2-acetic acid). Reaction SMILES: C(NC(C)C)(C)C.C([Li])CCC.C([N-]C(C)C)(C)C.[Li+].[CH2:21]([O:28][C:29]1[C:30]([CH3:46])=[C:31]2[C:36](=[C:37]([CH3:40])[C:38]=1[CH3:39])[O:35][C@@:34]([CH3:45])([CH2:41][C:42]([OH:44])=[O:43])[CH2:33][CH2:32]2)[C:22]1[CH:27]=[CH:26][CH:25]=[CH:24][CH:23]=1.Cl>O1CCCC1>[CH2:21]([O:28][C:29]1[C:30]([CH3:46])=[C:31]2[C:36](=[C:37]([CH3:40])[C:38]=1[CH3:39])[O:35][C:34]([CH3:45])([CH2:41][C:42]([OH:44])=[O:43])[CH2:33][CH2:32]2)[C:22]1[CH:23]=[CH:24][CH:25]=[CH:26][CH:27]=1 |f:2.3|. Procedure: To a solution of 11.0 g. of diisopropylamine in 50 ml. of anhydrous tetrahydrofuran at 0° was added 50 ml. of 2N butyllithium solution. To the resultant solution of lithium diisopropylamide was added a solution of 3.54 g. of (R)-6-benzyloxy-2,5,7,8-tetramethylchroman-2-acetic acid in 25 ml. of tetrahydrofuran. The resulting mixture was heated at 50° for 4 hours, acidified with 2N HCl and extracted with ether. The ether solutions were washed with brine, dried (Na2SO4) and stripped of solvent to g... Starting materials: C(C)(C)(C)OC(CCCOC1=C(C=C(C(=C1)Cl)C=1C=NC(=CC1C#N)C(F)(F)F)S(=O)(=O)N1C2=C(CCCC1)C=CC=C2)=O (4-[5-chloro-4-(4-cyano-6-trifluoromethyl-pyridin-3-yl)-2-(2,3,4,5-tetrahydro-benzo[b]azepine-1-sulfonyl)-phenoxy]-butyric acid tert-butyl ester). The solvent is Cl (HCl), O1CCOCC1 (dioxane). Yields the product ClC=1C(=CC(=C(OCCCC(=O)O)C1)S(=O)(=O)N1C2=C(CCCC1)C=CC=C2)C=2C=NC(=CC2C#N)C(F)(F)F (4-[5-chloro-4-(4-cyano-6-trifluoromethyl-pyridin-3-yl)-2-(2,3,4,5-tetrahydro-benzo[b]azepine-1-sulfonyl)-phenoxy]-butyric acid). Reaction SMILES: C([O:5][C:6](=[O:44])[CH2:7][CH2:8][CH2:9][O:10][C:11]1[CH:16]=[C:15]([Cl:17])[C:14]([C:18]2[CH:19]=[N:20][C:21]([C:26]([F:29])([F:28])[F:27])=[CH:22][C:23]=2[C:24]#[N:25])=[CH:13][C:12]=1[S:30]([N:33]1[CH2:39][CH2:38][CH2:37][CH2:36][C:35]2[CH:40]=[CH:41][CH:42]=[CH:43][C:34]1=2)(=[O:32])=[O:31])(C)(C)C>Cl.O1CCOCC1>[Cl:17][C:15]1[C:14]([C:18]2[CH:19]=[N:20][C:21]([C:26]([F:27])([F:29])[F:28])=[CH:22][C:23]=2[C:24]#[N:25])=[CH:13][C:12]([S:30]([N:33]2[CH2:39][CH2:38][CH2:37][CH2:36][C:35]3[CH:40]=[CH:41][CH:42]=[CH:43][C:34]2=3)(=[O:31])=[O:32])=[C:11]([CH:16]=1)[O:10][CH2:9][CH2:8][CH2:7][C:6]([OH:44])=[O:5]. Procedure details: 4-[5-Chloro-4-(4-cyano-6-trifluoromethyl-pyridin-3-yl)-2-(2,3,4,5-tetrahydro-benzo[b]azepine-1-sulfonyl)-phenoxy]-butyric acid tert-butyl ester 6-1 (30 mg, 0.046 mmol) was stirred in 4M HCl in dioxane (1 mL) at 40° C. for 2 hrs and concentrated. The resulting oil residue was purified by TLC plates eluting with 4% methanol in DCM to afford 4-[5-chloro-4-(4-cyano-6-trifluoromethyl-pyridin-3-yl)-2-(2,3,4,5-tetrahydro-benzo[b]azepine-1-sulfonyl)-phenoxy]-butyric acid 7-1. MS: 593.8 (M+H)+; tR=8.94 m... Reactants: [N+](=O)([O-])C1=CC=C(CP(OCC)(OCC)=O)C=C1 (diethyl (4-nitrobenzyl)phosphonate), COC=1C=C(C=O)C=CC1 (3-methoxybenzaldehyde). Yields the product COC1=CC(=CC=C1)\C=C\C1=CC=C(C=C1)[N+](=O)[O-] ((E)-1-methoxy-3-[2-(4-nitrophenyl)ethenyl]-benzene). As a reaction SMILES: [N+:1]([C:4]1[CH:18]=[CH:17][C:7]([CH2:8]P(=O)(OCC)OCC)=[CH:6][CH:5]=1)([O-:3])=[O:2].[CH3:19][O:20][C:21]1[CH:22]=[C:23]([CH:26]=[CH:27][CH:28]=1)[CH:24]=O>>[CH3:19][O:20][C:21]1[CH:28]=[CH:27][CH:26]=[C:23](/[CH:24]=[CH:8]/[C:7]2[CH:6]=[CH:5][C:4]([N+:1]([O-:3])=[O:2])=[CH:18][CH:17]=2)[CH:22]=1. Reported procedure: In an analogous manner to that described in Example 36a), the reaction of diethyl (4-nitrobenzyl)phosphonate with 3-methoxybenzaldehyde yields the (E)-1-methoxy-3-[2-(4-nitrophenyl)ethenyl]-benzene as a yellow solid; MS: m/e=255 (M+H)+. The reactants are C1=CC=CC=C1 (benzene), Co(CO3)2, Example III ( 15g ), C=CC (propylene), C(C(C)C)O (iso-butanol), P(CCCC)(CCCC)CCCC (Bu3P). The solvent is CCCCC (pentane), C(CCC)O (n-butanol). Reaction conditions: time 20 minute. The product is C(C(C)C)=O (isobutanal), C(CCC)=O (n-butanal), C(C)C(C=O)CCCC (2-ethylhexanal), C(C)C(C=O)=CCCC (2-ethyl-2-hexenal), unidentified products. Isolated yield 3.3%. Reaction SMILES: P([CH2:10][CH2:11][CH2:12][CH3:13])(CCCC)[CH2:2][CH2:3][CH2:4][CH3:5].[CH:14]1[CH:19]=[CH:18][CH:17]=[CH:16][CH:15]=1.C=[CH:21][CH3:22].[CH2:23]([OH:27])[CH:24]([CH3:26])[CH3:25]>CCCCC.C(O)CCC>[CH:23](=[O:27])[CH:24]([CH3:26])[CH3:25].[CH:2](=[O:27])[CH2:3][CH2:4][CH3:5].[CH2:15]([CH:16]([CH2:10][CH2:11][CH2:12][CH3:13])[CH:17]=[O:27])[CH3:14].[CH2:21]([C:19](=[CH:18][CH2:17][CH2:16][CH3:15])[CH:14]=[O:27])[CH3:22]. Reported procedure: A phosphine complex, [Co(C0)3 (Bu3P)]2, which was prepared by reacting Co(CO3)2 and Bu3P in pentane under high pressure of mixed gas of H2 and CO and was used for the present work. Microspheres of the support of Example III (15g) was charged along with benzene in a 300 cc autoclave. After the system was thoroughly purged with hydrogen for 2/3 hours, a complex solution (1.7 mm [Co(CO)3 (Bu3P)]2 dissolved in benzene) was injected through a serum cap. As soon as 20 g propylene was fed into the reac... The reactants are Nc1cccc(Br)c1, CC(C)O, Clc1ncnc2nc[nH]c12, Cl. Yields the product Brc1cccc(Nc2ncnc3nc[nH]c23)c1. RXN SMILES: [Br:11][c:12]1[cH:13][c:14]([NH2:15])[cH:16][cH:17][cH:18]1.[CH:20]([OH:21])([CH3:22])[CH3:23].[Cl:1][c:2]1[c:3]2[nH:4][cH:5][n:6][c:7]2[n:8][cH:9][n:10]1.[ClH:19]>>[c:2]1([NH:15][c:14]2[cH:13][c:12]([Br:11])[cH:18][cH:17][cH:16]2)[c:3]2[nH:4][cH:5][n:6][c:7]2[n:8][cH:9][n:10]1. Reactants: CC(C)=O, C[Si](C)(C)C#N, CCO, CC(O)(c1ccc(N2CCN(S(=O)(=O)c3cccs3)CC2CN)cc1)C(F)(F)F. As a reaction SMILES: [CH3:30][C:31]([CH3:32])=[O:33].[CH3:34][Si:35]([CH3:36])([CH3:37])[C:38]#[N:39].[CH3:40][CH2:41][OH:42].[NH2:1][CH2:2][CH:3]1[N:4]([c:17]2[cH:18][cH:19][c:20]([C:23]([C:24]([F:25])([F:26])[F:27])([CH3:28])[OH:29])[cH:21][cH:22]2)[CH2:5][CH2:6][N:7]([S:9](=[O:10])(=[O:11])[c:12]2[s:13][cH:14][cH:15][cH:16]2)[CH2:8]1>>[NH:1]([CH2:2][CH:3]1[N:4]([c:17]2[cH:18][cH:19][c:20]([C:23]([C:24]([F:25])([F:26])[F:27])([CH3:28])[OH:29])[cH:21][cH:22]2)[CH2:5][CH2:6][N:7]([S:9](=[O:10])(=[O:11])[c:12]2[s:13][cH:14][cH:15][cH:16]2)[CH2:8]1)[C:31]([CH3:30])([CH3:32])[C:38]#[N:39]. The product is CC(C)(C#N)NCC1CN(S(=O)(=O)c2cccs2)CCN1c1ccc(C(C)(O)C(F)(F)F)cc1. The reactants are solution, C(CCC)[Li] (n-butyllithium), CC(C)C(CC=C)(O)C(C)C (2-methyl-3-isopropyl-hex-5-en-3-ol), C(C1=CC=CC=C1)=O (benzaldehyde), CN(C)P(=O)(N(C)C)N(C)C (HMPA). The reagents and catalysts are [Zn+2].[Br-].[Br-] (ZnBr2). The solvent is CCCCC (pentane), C1CCOC1 (THF), C(C)OCC (diethyl ether), C1CCOC1 (THF). Conditions: time 15 minute. Product: C1(=CC=CC=C1)C(CC=C)O (1-phenyl-but-3-en-1-ol). RXN SMILES: [CH2:1]([Li])[CH2:2][CH2:3]C.CC([C:9]([CH:14]([CH3:16])[CH3:15])([OH:13])[CH2:10][CH:11]=[CH2:12])C.C(=O)C1C=CC=CC=1.CN(P(N(C)C)(N(C)C)=O)C>CCCCC.C1COCC1.[Zn+2].[Br-].[Br-].C(OCC)C>[C:14]1([CH:9]([OH:13])[CH2:10][CH:11]=[CH2:12])[CH:15]=[CH:3][CH:2]=[CH:1][CH:16]=1 |f:6.7.8|. Reported procedure: 2.29 ml of a 1.4-molar solution of n-butyllithium (3.20 mmol) in pentane were added dropwise at 0° C. under argon for 2 minutes to a stirred solution of 500 mg (3.20 mmol) 2-methyl-3-isopropyl-hex-5-en-3-ol in 2 ml THF. The solution obtained was heated to room temperature, stirred for 15 minutes, and then a solution of 721 mg (3.20 mmol) ZnBr2 in 2 ml THF and subsequently 330 μl (3.20 mmol) benzaldehyde and 6 ml HMPA were added. The reaction mixture was heated to 70° C. and stirred for 6 hours a... Reactants: BrC(Br)(Br)Br, C1CCOC1, [Li]CCCC, CC(O)N(C)C, CCCCCC, Cc1ccnc(Cl)c1. Yields the product Cc1cc(Cl)nc(Br)c1. Reaction SMILES: [C:20]([Br:21])([Br:22])([Br:23])[Br:24].[CH2:31]1[O:32][CH2:33][CH2:34][CH2:35]1.[CH2:9]([Li:10])[CH2:11][CH2:12][CH3:13].[CH3:14][N:15]([CH:16]([OH:17])[CH3:18])[CH3:19].[CH3:25][CH2:26][CH2:27][CH2:28][CH2:29][CH3:30].[Cl:1][c:2]1[n:3][cH:4][cH:5][c:6]([CH3:8])[cH:7]1>>[Cl:1][c:2]1[n:3][c:4]([Br:21])[cH:5][c:6]([CH3:8])[cH:7]1.